Task: describe an organic reaction: reactants, conditions, products, and yield. Dataset: the Open Reaction Database (ORD), a public repository of structured organic reaction records Starting materials: ClC=1C=CC2=C(C(=NCC(N2)=O)C2=C(C=CC=C2)Cl)C1 (7-chloro-5-(2'-chlorophenyl)-1,3-dihydro-2H-1,4-benzodiazepin-2-one), C(C)OC(N(C)C)OCC (N,N-dimethyl-formamide diethylacetal), C(C)O (ethanol). Conditions: temperature 130 celsius. Yields the product ClC=1C=CC2=C(C(=NC(C(N2)=O)=CN(C)C)C2=C(C=CC=C2)Cl)C1 (7-Chloro-5-(2'-chloro-phenyl)-1,3-dihydro-3-(dimethylaminomethylene)-2H-1,4-benzodiazepin-2-one). Reaction SMILES: [Cl:1][C:2]1[CH:3]=[CH:4][C:5]2[NH:11][C:10](=[O:12])[CH2:9][N:8]=[C:7]([C:13]3[CH:18]=[CH:17][CH:16]=[CH:15][C:14]=3[Cl:19])[C:6]=2[CH:20]=1.C(O)C.C(O[CH:27](OCC)[N:28]([CH3:30])[CH3:29])C>>[Cl:1][C:2]1[CH:3]=[CH:4][C:5]2[NH:11][C:10](=[O:12])[C:9](=[CH:27][N:28]([CH3:30])[CH3:29])[N:8]=[C:7]([C:13]3[CH:18]=[CH:17][CH:16]=[CH:15][C:14]=3[Cl:19])[C:6]=2[CH:20]=1. Reported procedure: A suspension of 50 gm of 7-chloro-5-(2'-chlorophenyl)-1,3-dihydro-2H-1,4-benzodiazepin-2-one in 100 ml of N,N-dimethyl-formamide diethylacetal was heated to 130°C in a vessel equipped with a descending condenser, whereby a clear solution was formed after a short time. The temperature of the reaction solution was maintained at 130°C for 40 minutes, during which time the ethanol formed by the reaction slowly distilled over. Thereafter, the reaction solution was allowed to cool, and the red precipi... Reactants: FC(C(CC)(O[Si](C)(C)C)CC)(C=C)F (4,4-difluoro-3-ethyl-3-trimethylsilyloxy-5-hexene), O=[O+][O-] (O3). Solvent: ClCCl (dichloromethane), O=O (O2). Reaction conditions: temperature -78 celsius. The product is FC(C=O)(C(CC)(O[Si](C)(C)C)CC)F (2,2-difluoro-3-ethyl-3-trimethylsilyloxy-pentanal). Reaction SMILES: [F:1][C:2]([F:15])([CH:13]=C)[C:3]([CH2:11][CH3:12])([O:6][Si:7]([CH3:10])([CH3:9])[CH3:8])[CH2:4][CH3:5].[O:16]=[O+][O-]>ClCCl.O=O>[F:1][C:2]([F:15])([C:3]([CH2:11][CH3:12])([O:6][Si:7]([CH3:10])([CH3:9])[CH3:8])[CH2:4][CH3:5])[CH:13]=[O:16]. Procedure: 4,4-difluoro-3-ethyl-3-trimethylsilyloxy-5-hexene (2.00 g, 8.88 mmol) was dissolved in dichloromethane (80 ml), and the solution was cooled to -78° C. A gaseous mixture of O3 in O2 was passed into the solution until it became blue. Nitrogen was bubbled through the solution to remove excess ozone, dimethyl sulfide (3 ml) was added, and the solution was brought slowly to room temperature. Following ozonide decomposition, dichloromethane was added, and the organic layer was washed with water (twice... Starting materials: CC(C)(C)OC(=O)N(CC1CCc2cc(Sc3cccc(C(=O)O)c3)ccc2O1)CC(O)c1cccnc1, C1COCCO1, Cl, O=C(O)C(F)(F)F. Yields the product O=C(O)c1cccc(Sc2ccc3c(c2)CCC(CNCC(O)c2cccnc2)O3)c1. As a reaction SMILES: [C:1]([O:2][C:3](=[O:4])[N:8]([CH2:9][CH:10]([c:11]1[cH:12][n:13][cH:14][cH:15][cH:16]1)[OH:17])[CH2:18][CH:19]1[O:20][c:21]2[cH:22][cH:23][c:24]([S:29][c:30]3[cH:31][c:32]([C:33](=[O:34])[OH:35])[cH:36][cH:37][cH:38]3)[cH:25][c:26]2[CH2:27][CH2:28]1)([CH3:5])([CH3:6])[CH3:7].[CH2:47]1[O:48][CH2:49][CH2:50][O:51][CH2:52]1.[ClH:39].[F:40][C:41]([F:42])([F:43])[C:44]([OH:45])=[O:46]>>[NH:8]([CH2:9][CH:10]([c:11]1[cH:12][n:13][cH:14][cH:15][cH:16]1)[OH:17])[CH2:18][CH:19]1[O:20][c:21]2[cH:22][cH:23][c:24]([S:29][c:30]3[cH:31][c:32]([C:33](=[O:34])[OH:35])[cH:36][cH:37][cH:38]3)[cH:25][c:26]2[CH2:27][CH2:28]1.